Dataset: the Open Reaction Database (ORD), a public repository of structured organic reaction records. Task: describe an organic reaction: reactants, conditions, products, and yield The reactants are N(=[N+]=[N-])CC(=O)NC=1C=NC(=CC1)OC=1C=C2CCC(OC2=CC1)C1=CC=CC=C1 (2-Azido-N-[6-(2-phenylchroman-6-yloxy)pyridin-3-yl]acetamide). The reagents and catalysts are [Pd] (palladium on charcoal). Solvent: CO (methanol). Conditions: time 5 hour. Product: NCC(=O)NC=1C=NC(=CC1)OC=1C=C2CCC(OC2=CC1)C1=CC=CC=C1 (2-amino-N-[6-(2-phenylchroman-6-yloxy)pyridin-3-yl]acetamide). Reaction SMILES: [N:1]([CH2:4][C:5]([NH:7][C:8]1[CH:9]=[N:10][C:11]([O:14][C:15]2[CH:16]=[C:17]3[C:22](=[CH:23][CH:24]=2)[O:21][CH:20]([C:25]2[CH:30]=[CH:29][CH:28]=[CH:27][CH:26]=2)[CH2:19][CH2:18]3)=[CH:12][CH:13]=1)=[O:6])=[N+]=[N-]>CO.[Pd]>[NH2:1][CH2:4][C:5]([NH:7][C:8]1[CH:9]=[N:10][C:11]([O:14][C:15]2[CH:16]=[C:17]3[C:22](=[CH:23][CH:24]=2)[O:21][CH:20]([C:25]2[CH:26]=[CH:27][CH:28]=[CH:29][CH:30]=2)[CH2:19][CH2:18]3)=[CH:12][CH:13]=1)=[O:6]. Procedure details: 2-Azido-N-[6-(2-phenylchroman-6-yloxy)pyridin-3-yl]acetamide (500 mg) was dissolved in methanol (100 ml) and 10% palladium on charcoal (125 mg) was added. Starting material was hydrogenated for 5 hours at room temperature to give 2-amino-N-[6-(2-phenylchroman-6-yloxy)pyridin-3-yl]acetamide. The product was isolated as its hydrochloride salt. 1H-NMR (400 MHz; d6-DMSO) δ: 10.7 (s, 1H), 8.35 (d, 1H, J 2.6 Hz), 8.17 (bs, 3H), 8.01 (dd, 1H, J 2.6, 8.9 Hz), 7.47-7.32 (m, 51), 7.00 (d, 1H, J 8.9 Hz), 6... Starting materials: P(=O)(OCC)(OCC)Cl (diethyl chlorophosphate), [Cl-].[NH4+] (ammonium chloride), [H-].[Na+] (sodium hydride), ClC=1C=C(C=CC1Cl)C1(C(C(CC(C1)C)=O)C(=O)OC)C (methyl (2RS,4RS)-2-(3,4-dichlorophenyl)-2,4-dimethyl-6-oxocyclohexanecarboxylate). Run in C(C)OCC (diethyl ether), C(C)OCC (diethyl ether). Conditions: time 10 minute. Product: ClC=1C=C(C=CC1Cl)C1(CC(CC(=C1C(=O)OC)OP(=O)(OCC)OCC)C)C (methyl (4RS,6SR)-6-(3,4-dichlorophenyl)-2-(diethoxyphosphoryloxy)-4,6-dimethyl-cyclohexen-1-carboxylate). As a reaction SMILES: [H-].[Na+].[Cl:3][C:4]1[CH:5]=[C:6]([C:11]2([CH3:23])[CH2:16][CH:15]([CH3:17])[CH2:14][C:13](=[O:18])[CH:12]2[C:19]([O:21][CH3:22])=[O:20])[CH:7]=[CH:8][C:9]=1[Cl:10].[P:24](Cl)([O:29][CH2:30][CH3:31])([O:26][CH2:27][CH3:28])=[O:25].[Cl-].[NH4+]>C(OCC)C>[Cl:3][C:4]1[CH:5]=[C:6]([C:11]2([CH3:23])[C:12]([C:19]([O:21][CH3:22])=[O:20])=[C:13]([O:18][P:24]([O:29][CH2:30][CH3:31])([O:26][CH2:27][CH3:28])=[O:25])[CH2:14][CH:15]([CH3:17])[CH2:16]2)[CH:7]=[CH:8][C:9]=1[Cl:10] |f:0.1,4.5|. Procedure: A stirred suspension of sodium hydride (60% in mineral oil, 13 mg) in diethyl ether (2 mL) was treated at rt with methyl (2RS,4RS)-2-(3,4-dichlorophenyl)-2,4-dimethyl-6-oxocyclohexanecarboxylate (100 mg). The mixture was stirred for 10 min and then a solution of diethyl chlorophosphate in diethyl ether (2 mL) was added. Upon completion of addition, the resulting mixture was stirred at rt for 3 h. After this time, solid ammonium chloride was added and stirring was continued for an additional 30 m... Reactants: CC1([C@@H]([C@H]1/C=C\1/C(OCC1)=O)C(=O)O)C ((1R,trans) 2,2-dimethyl-3-[(E) (dihydro-2-oxo-3(2H)-furanylidene)-methyl]-cyclopropane-1-carboxylic acid), C(C)(C)NC(OC(C)C)=NC(C)C (isopropyl N,N'-diisopropylcarbamimidate). The solvent is C(C)O (ethanol). Yields the product CC1([C@@H]([C@H]1/C=C\1/C(OCC1)=O)C(=O)OC(C)C)C (isopropyl (1R,trans) 2,2-dimethyl-3-[(E) (dihydro-2-oxo-3-(2H)-furanylidene)-methyl]-cyclopropane-carboxylate). Reaction SMILES: [CH3:1][C:2]1([CH3:15])[C@H:4](/[CH:5]=[C:6]2/[C:7](=[O:11])[O:8][CH2:9][CH2:10]/2)[C@H:3]1[C:12]([OH:14])=[O:13].[CH:16](NC(=NC(C)C)OC(C)C)([CH3:18])[CH3:17]>C(O)C>[CH3:1][C:2]1([CH3:15])[C@H:4](/[CH:5]=[C:6]2/[C:7](=[O:11])[O:8][CH2:9][CH2:10]/2)[C@H:3]1[C:12]([O:14][CH:16]([CH3:18])[CH3:17])=[O:13]. Reported procedure: Using the procedure of Example 17, 4 g of (1R,trans) 2,2-dimethyl-3-[(E) (dihydro-2-oxo-3(2H)-furanylidene)-methyl]-cyclopropane-1-carboxylic acid and 5 ml of isopropyl N,N'-diisopropylcarbamimidate were reacted to obtain 3.5 g of isopropyl (1R,trans) 2,2-dimethyl-3-[(E) (dihydro-2-oxo-3-(2H)-furanylidene)-methyl]-cyclopropane-carboxylate with a specific rotation of [α]D20 =+38.5°±1.5° (c=1% in ethanol). Starting materials: ClC1=CC=C(S1)CN1C[C@H](OCC1)CN (1-{(2R)-4-[(5-Chlorothien-2-yl)methyl]morpholin-2-yl}methanamine), CS(=O)(=O)NC=1C=C(C=CC1)CC(=O)O ({3-[(Methylsulfonyl)amino]phenyl}acetic acid). Yields the product ClC1=CC=C(S1)CN1C[C@H](OCC1)CNC(CC1=CC(=CC=C1)NS(=O)(=O)C)=O (N-({(2R)-4-[(5-Chlorothien-2-yl)methyl]morpholin-2-yl}methyl)-2-(3[(methylsulfonyl)amino]phenyl}acetamide). Isolated yield 45.8%. Reaction SMILES: [Cl:1][C:2]1[S:6][C:5]([CH2:7][N:8]2[CH2:13][CH2:12][O:11][C@H:10]([CH2:14][NH2:15])[CH2:9]2)=[CH:4][CH:3]=1.[CH3:16][S:17]([NH:20][C:21]1[CH:22]=[C:23]([CH2:27][C:28](O)=[O:29])[CH:24]=[CH:25][CH:26]=1)(=[O:19])=[O:18]>>[Cl:1][C:2]1[S:6][C:5]([CH2:7][N:8]2[CH2:13][CH2:12][O:11][C@H:10]([CH2:14][NH:15][C:28](=[O:29])[CH2:27][C:23]3[CH:24]=[CH:25][CH:26]=[C:21]([NH:20][S:17]([CH3:16])(=[O:18])=[O:19])[CH:22]=3)[CH2:9]2)=[CH:4][CH:3]=1. Procedure: Example 50 was prepared in an analogous manner to Example 44 using a mixture of Intermediate 14A (0.1 g) and Intermediate 18(0.1 g) to give the title compound (0.085 g). Reactants: CC(C)(C)OC(=O)Nc1ccc(C#Cc2ccc(F)cc2)cc1NC(=O)CC(=O)c1cccc(-n2cncn2)c1, ClCCl, O=C(O)C(F)(F)F. The product is O=C1CC(c2cccc(-n3cncn3)c2)=Nc2ccc(C#Cc3ccc(F)cc3)cc2N1. As a reaction SMILES: [C:1]([O:2][C:3](=[O:4])[NH:7][c:8]1[c:9]([NH:23][C:24]([CH2:25][C:26](=[O:5])[c:27]2[cH:28][c:29](-[n:33]3[n:34][cH:35][n:36][cH:37]3)[cH:30][cH:31][cH:32]2)=[O:39])[cH:10][c:11]([C:14]#[C:15][c:16]2[cH:17][cH:18][c:19]([F:22])[cH:20][cH:21]2)[cH:12][cH:13]1)([CH3:6])([CH3:38])[CH3:40].[Cl:48][CH2:49][Cl:50].[F:41][C:42]([F:43])([F:44])[C:45]([OH:46])=[O:47]>>[N:7]1=[C:26]([c:27]2[cH:28][c:29](-[n:33]3[n:34][cH:35][n:36][cH:37]3)[cH:30][cH:31][cH:32]2)[CH2:25][C:24](=[O:39])[NH:23][c:9]2[c:8]1[cH:13][cH:12][c:11]([C:14]#[C:15][c:16]1[cH:17][cH:18][c:19]([F:22])[cH:20][cH:21]1)[cH:10]2. The reactants are COC(=O)CCc1cc(C)c(-c2nc3ccc(-c4nnc(-c5ccc(OC)cc5)o4)cc3[nH]2)c(C)c1, CO, Cl, [Na+], [OH-]. RXN SMILES: [CH3:1][O:2][C:3]([CH2:4][CH2:5][c:6]1[cH:7][c:8]([CH3:35])[c:9](-[c:13]2[n:14][c:15]3[c:16]([nH:17]2)[cH:18][c:19](-[c:22]2[o:23][c:24](-[c:27]4[cH:28][cH:29][c:30]([O:33][CH3:34])[cH:31][cH:32]4)[n:25][n:26]2)[cH:20][cH:21]3)[c:10]([CH3:12])[cH:11]1)=[O:36].[CH3:40][OH:41].[ClH:39].[Na+:38].[OH-:37]>>[O:2]=[C:3]([CH2:4][CH2:5][c:6]1[cH:7][c:8]([CH3:35])[c:9](-[c:13]2[n:14][c:15]3[c:16]([nH:17]2)[cH:18][c:19](-[c:22]2[o:23][c:24](-[c:27]4[cH:28][cH:29][c:30]([O:33][CH3:34])[cH:31][cH:32]4)[n:25][n:26]2)[cH:20][cH:21]3)[c:10]([CH3:12])[cH:11]1)[OH:36]. Yields the product COc1ccc(-c2nnc(-c3ccc4nc(-c5c(C)cc(CCC(=O)O)cc5C)[nH]c4c3)o2)cc1. Reported procedure: 4-Amino-5-chloro-2-methoxy-N-(piperidin-4-ylmethyl)benzamide dihydrochloride (0.57 g) as starting compound, potassium carbonate (0.82 g) and 6-bromo-1-(4-hydroxyphenyl)-1-hexanone (0.42 g) were reacted and treated in the same manner as in Example 172 to give 0.21 g of 4-amino-5-chloro-N-((1-(6-(4-hydroxyphenyl)-6-oxohexyl)piperidin-4-yl)methyl)-2-methoxybenzamide. Product: NC1=CC(=C(C(=O)NCC2CCN(CC2)CCCCCC(=O)C2=CC=C(C=C2)O)C=C1Cl)OC (4-amino-5-chloro-N-((1-(6-(4-hydroxyphenyl)-6-oxohexyl)piperidin-4-yl)methyl)-2-methoxybenzamide). As a reaction SMILES: Cl.Cl.[NH2:3][C:4]1[C:19]([Cl:20])=[CH:18][C:7]([C:8]([NH:10][CH2:11][CH:12]2[CH2:17][CH2:16][NH:15][CH2:14][CH2:13]2)=[O:9])=[C:6]([O:21][CH3:22])[CH:5]=1.C(=O)([O-])[O-].[K+].[K+].Br[CH2:30][CH2:31][CH2:32][CH2:33][CH2:34][C:35]([C:37]1[CH:42]=[CH:41][C:40]([OH:43])=[CH:39][CH:38]=1)=[O:36]>>[NH2:3][C:4]1[C:19]([Cl:20])=[CH:18][C:7]([C:8]([NH:10][CH2:11][CH:12]2[CH2:13][CH2:14][N:15]([CH2:30][CH2:31][CH2:32][CH2:33][CH2:34][C:35]([C:37]3[CH:38]=[CH:39][C:40]([OH:43])=[CH:41][CH:42]=3)=[O:36])[CH2:16][CH2:17]2)=[O:9])=[C:6]([O:21][CH3:22])[CH:5]=1 |f:0.1.2,3.4.5|. Starting materials: Cl.Cl.NC1=CC(=C(C(=O)NCC2CCNCC2)C=C1Cl)OC (4-Amino-5-chloro-2-methoxy-N-(piperidin-4-ylmethyl)benzamide dihydrochloride), C([O-])([O-])=O.[K+].[K+] (potassium carbonate), BrCCCCCC(=O)C1=CC=C(C=C1)O (6-bromo-1-(4-hydroxyphenyl)-1-hexanone). Yield: 28.0%.